Dataset: the Open Reaction Database (ORD), a public repository of structured organic reaction records. Task: describe an organic reaction: reactants, conditions, products, and yield Starting materials: C(CC)OC=1C(=CC=2C(CCC(C2C1)(C)C)(C)C)/C(=C(\C=O)/F)/CC ((E)-3-(3-propoxy-5,5,8,8-tetramethyl-5,6,7,8-tetrahydronaphthalen-2-yl)-2-fluoropent-2-enal), C(CC)OC=1C(=CC=2C(CCC(C2C1)(C)C)(C)C)/C(=C(\C=O)/F)/CC ((E)-3-(3-propoxy-5,5,8,8-tetramethyl-5,6,7,8-tetrahydronaphthalen-2-yl)-2-fluoropent-2-enal), C(CCC)[Li] (n-butyl lithium), CCCCCC (hexane), C(C)OP(=O)(OCC)CC(=CC(=O)OCC)C (ethyl 4-(diethoxyphosphoryl)-3-methylbut-2-enoate). Solvent: C1CCOC1 (THF), C1CCOC1 (THF), CN1C(N(CCC1)C)=O (1,3-dimethyl-3,4,5,6-tetrahydro-2(1H)-pyrimidinone). Reaction conditions: temperature 0 celsius, time 30 minute. The product is C(CC)OC=1C(=CC=2C(CCC(C2C1)(C)C)(C)C)/C(=C(\C=C\C(=C\C(=O)OCC)\C)/F)/CC ((2E,4E,6E)-Ethyl 7-(3-propoxy-5,5,8,8-tetramethyl-5,6,7,8-tetrahydronaphthalen-2-yl)-6-fluoro-3-methylnona-2,4,6-trienoate). Reaction SMILES: C([Li])CCC.CCCCCC.C(OP([CH2:20][C:21]([CH3:28])=[CH:22][C:23]([O:25][CH2:26][CH3:27])=[O:24])(OCC)=O)C.[CH2:29]([O:32][C:33]1[C:34](/[C:47](/[CH2:52][CH3:53])=[C:48](/[F:51])\[CH:49]=O)=[CH:35][C:36]2[C:37]([CH3:46])([CH3:45])[CH2:38][CH2:39][C:40]([CH3:44])([CH3:43])[C:41]=2[CH:42]=1)[CH2:30][CH3:31]>C1COCC1.CN1CCCN(C)C1=O>[CH2:29]([O:32][C:33]1[C:34](/[C:47](/[CH2:52][CH3:53])=[C:48](/[F:51])\[CH:49]=[CH:20]\[C:21](\[CH3:28])=[CH:22]\[C:23]([O:25][CH2:26][CH3:27])=[O:24])=[CH:35][C:36]2[C:37]([CH3:46])([CH3:45])[CH2:38][CH2:39][C:40]([CH3:44])([CH3:43])[C:41]=2[CH:42]=1)[CH2:30][CH3:31]. Reported procedure: A solution of n-butyl lithium and hexane (6.75 mL, 1.6 M, 10.8 mmol) was added over 20 minutes down the side of the flask into a stirring solution of ethyl 4-(diethoxyphosphoryl)-3-methylbut-2-enoate (2.86 g, 10.8 mmol) and THF (40 mL) and 1,3-dimethyl-3,4,5,6-tetrahydro-2(1H)-pyrimidinone (0.70 mL) at −78° C. After 30 min, the solution was treated with a solution of (E)-3-(3-propoxy-5,5,8,8-tetramethyl-5,6,7,8-tetrahydronaphthalen-2-yl)-2-fluoropent-2-enal (Intermediate 9, 1.80 g, 5.42 mmol) in... Starting materials: ClC1=CC=C(C=C1)C1N=C(N(C1C1=CC=C(C=C1)Cl)C(=O)Cl)C=1C(=NC(=NC1)C(F)(F)F)OCC (4,5-Bis-(4-chloro-phenyl)-2-(4-ethoxy-2-trifluoromethyl-pyrimidin-5-yl)-4,5-dihydro-imidazole-1-carbonyl chloride), Cl.Cl.CS(=O)(=O)CCN1CCNCC1 (1-(2-methanesulfonylethyl)piperazine dihydrochloride). Product: ClC1=CC=C(C=C1)[C@@H]1N=C(N([C@@H]1C1=CC=C(C=C1)Cl)C(=O)N1CCN(CC1)CCS(=O)(=O)C)C=1C(=NC(=NC1)C(F)(F)F)OCC (cis-[4,5-bis-(4-chloro-phenyl)-2-(4-ethoxy-2-trifluoromethyl-pyrimidin-5-yl)-4,5-dihydro-imidazol-1-yl]-[4-(2-methanesulfonyl-ethyl)-piperazin-1-yl]-methanone). RXN SMILES: [Cl:1][C:2]1[CH:7]=[CH:6][C:5]([CH:8]2[CH:12]([C:13]3[CH:18]=[CH:17][C:16]([Cl:19])=[CH:15][CH:14]=3)[N:11]([C:20](Cl)=[O:21])[C:10]([C:23]3[C:24]([O:33][CH2:34][CH3:35])=[N:25][C:26]([C:29]([F:32])([F:31])[F:30])=[N:27][CH:28]=3)=[N:9]2)=[CH:4][CH:3]=1.Cl.Cl.[CH3:38][S:39]([CH2:42][CH2:43][N:44]1[CH2:49][CH2:48][NH:47][CH2:46][CH2:45]1)(=[O:41])=[O:40]>>[Cl:1][C:2]1[CH:3]=[CH:4][C:5]([C@H:8]2[C@@H:12]([C:13]3[CH:18]=[CH:17][C:16]([Cl:19])=[CH:15][CH:14]=3)[N:11]([C:20]([N:47]3[CH2:46][CH2:45][N:44]([CH2:43][CH2:42][S:39]([CH3:38])(=[O:40])=[O:41])[CH2:49][CH2:48]3)=[O:21])[C:10]([C:23]3[C:24]([O:33][CH2:34][CH3:35])=[N:25][C:26]([C:29]([F:31])([F:30])[F:32])=[N:27][CH:28]=3)=[N:9]2)=[CH:6][CH:7]=1 |f:1.2.3|. Reported procedure: cis-4-[4,5-Bis-(4-chloro-phenyl)-2-(4-ethoxy-2-trifluoromethyl-pyrimidin-5-yl)-4,5-dihydro-imidazole-1-carbonyl chloride (example 5) was reacted with 1-(2-methanesulfonylethyl)piperazine dihydrochloride (example 3) to give cis-[4,5-bis-(4-chloro-phenyl)-2-(4-ethoxy-2-trifluoromethyl-pyrimidin-5-yl)-4,5-dihydro-imidazol-1-yl]-[4-(2-methanesulfonyl-ethyl)-piperazin-1-yl]-methanone in an analogous manner as described in example 1. HR-MS (ES, m/z) calculated for C30H32N6O4SF3Cl2 [(M+H)+] 699.1530, o... The reactants are Cl (hydrochloric acid), C(CCC)[Li] (n-butyllithium), [Cl-].ClC[P+](C1=CC=CC=C1)(C1=CC=CC=C1)C1=CC=CC=C1 (chloromethyltriphenylphosphonium chloride), C(C1=CC=CC=C1)C1CC(COC2=C1C=C(C=C2)C(=O)OC)=O (methyl 5-benzyl-3-oxo-2,3,4,5-tetrahydro-1-benzoxepin-7-carboxylate). The solvent is ClCCl (dichloromethane), O (water), O1CCCC1 (tetrahydrofuran). Conditions: temperature 0 celsius, time 1 hour. Product: C(C1=CC=CC=C1)C1CC(COC2=C1C=C(C=C2)C(=O)OC)=CCl (methyl 5-benzyl-3-(chloromethylene)-2,3,4,5-tetrahydro-1-benzoxepin-7-carboxylate). The yield is 52.5%. RXN SMILES: C([Li])CCC.[Cl-].[Cl:7][CH2:8][P+](C1C=CC=CC=1)(C1C=CC=CC=1)C1C=CC=CC=1.[CH2:28]([CH:35]1[C:41]2[CH:42]=[C:43]([C:46]([O:48][CH3:49])=[O:47])[CH:44]=[CH:45][C:40]=2[O:39][CH2:38][C:37](=O)[CH2:36]1)[C:29]1[CH:34]=[CH:33][CH:32]=[CH:31][CH:30]=1.Cl>O1CCCC1.ClCCl.O>[CH2:28]([CH:35]1[C:41]2[CH:42]=[C:43]([C:46]([O:48][CH3:49])=[O:47])[CH:44]=[CH:45][C:40]=2[O:39][CH2:38][C:37](=[CH:8][Cl:7])[CH2:36]1)[C:29]1[CH:34]=[CH:33][CH:32]=[CH:31][CH:30]=1 |f:1.2|. Procedure: 1.1 equivalents of n-butyllithium are added to a suspension of 40 mg (0.12 mmol) of chloromethyltriphenylphosphonium chloride in 3 ml of tetrahydrofuran cooled to 0° C. After stirring for one hour, the ylide is added at 0° C. via a hollow tube to 30 mg (0.1 mmol) of methyl 5-benzyl-3-oxo-2,3,4,5-tetrahydro-1-benzoxepin-7-carboxylate, prepared according to example 9. After stirring at ambient temperature for 30 minutes, water, 1N hydrochloric acid and dichloromethane are added. The phases are sep... The reactants are CC(NCC(=O)O)C(=O)O, O=C(Cl)OCc1ccccc1, [Na+], [Na], [Na], [OH-], O. Product: CC(C(=O)O)N(CC(=O)O)C(=O)OCc1ccccc1. As a reaction SMILES: [C:3](=[O:4])([OH:5])[CH:6]([CH3:7])[NH:8][CH2:9][C:10](=[O:11])[OH:12].[Cl:13][C:14](=[O:15])[O:16][CH2:17][c:18]1[cH:19][cH:20][cH:21][cH:22][cH:23]1.[Na+:25].[Na:1].[Na:2].[OH-:24].[OH2:26]>>[C:3](=[O:4])([OH:5])[CH:6]([CH3:7])[N:8]([CH2:9][C:10](=[O:11])[OH:12])[C:14](=[O:15])[O:16][CH2:17][c:18]1[cH:19][cH:20][cH:21][cH:22][cH:23]1. The reactants are CC(c1ccc(F)cn1)N(C(=O)[O-])C(C)(C)C, ClCCl, Cl, C1COCCO1. Product: Cl, CC(N)c1ccc(F)cn1. As a reaction SMILES: [C:1]([N:5]([C:2](=[O:3])[O-:4])[CH:9]([CH3:10])[c:11]1[n:12][cH:13][c:14]([F:17])[cH:15][cH:16]1)([CH3:6])([CH3:7])[CH3:8].[Cl:25][CH2:26][Cl:27].[ClH:18].[O:19]1[CH2:20][CH2:21][O:22][CH2:23][CH2:24]1>>[ClH:18].[NH2:5][CH:9]([CH3:10])[c:11]1[n:12][cH:13][c:14]([F:17])[cH:15][cH:16]1. Starting materials: [Al+3], CC(C)(C)c1cc(C(=O)N2CC(O)C2)cc(C(C)(C)C)c1O, [H-], [H-], [H-], [H-], [Li+], C1CCOC1. The product is CC(C)(C)c1cc(CN2CC(O)C2)cc(C(C)(C)C)c1O. Reaction SMILES: [Al+3:2].[C:7]([CH3:8])([CH3:9])([CH3:10])[c:11]1[cH:12][c:13]([C:22](=[O:23])[N:24]2[CH2:25][CH:26]([OH:28])[CH2:27]2)[cH:14][c:15]([C:18]([CH3:19])([CH3:20])[CH3:21])[c:16]1[OH:17].[H-:1].[H-:4].[H-:5].[H-:6].[Li+:3].[O:29]1[CH2:30][CH2:31][CH2:32][CH2:33]1>>[C:7]([CH3:8])([CH3:9])([CH3:10])[c:11]1[cH:12][c:13]([CH2:22][N:24]2[CH2:25][CH:26]([OH:28])[CH2:27]2)[cH:14][c:15]([C:18]([CH3:19])([CH3:20])[CH3:21])[c:16]1[OH:17].